Dataset: the Open Reaction Database (ORD), a public repository of structured organic reaction records. Task: describe an organic reaction: reactants, conditions, products, and yield The reactants are CC(=O)O[BH-](OC(C)=O)OC(C)=O, CCS(=O)(=O)N1CCC(c2c[nH]c3c(C(N)=O)cc(-c4ccc(CC=O)cc4)cc23)CC1, ClCCl, CN, CC(=O)O, CO, [Na+], C1CCOC1. Product: CCS(=O)(=O)N1CCC(c2c[nH]c3c(C(N)=O)cc(-c4ccc(CCNC)cc4)cc23)CC1. As a reaction SMILES: [C:39]([O:40][BH-:41]([O:42][C:43](=[O:44])[CH3:45])[O:46][C:47](=[O:48])[CH3:49])(=[O:50])[CH3:51].[CH2:1]([CH3:2])[S:3](=[O:4])(=[O:5])[N:6]1[CH2:7][CH2:8][CH:9]([c:12]2[cH:13][nH:14][c:15]3[c:16]([C:30](=[O:31])[NH2:32])[cH:17][c:18](-[c:21]4[cH:22][cH:23][c:24]([CH2:27][CH:28]=[O:29])[cH:25][cH:26]4)[cH:19][c:20]23)[CH2:10][CH2:11]1.[CH2:55]([Cl:56])[Cl:57].[CH3:33][NH2:34].[CH3:35][C:36](=[O:37])[OH:38].[CH3:53][OH:54].[Na+:52].[O:58]1[CH2:59][CH2:60][CH2:61][CH2:62]1>>[CH2:1]([CH3:2])[S:3](=[O:4])(=[O:5])[N:6]1[CH2:7][CH2:8][CH:9]([c:12]2[cH:13][nH:14][c:15]3[c:16]([C:30](=[O:31])[NH2:32])[cH:17][c:18](-[c:21]4[cH:22][cH:23][c:24]([CH2:27][CH2:28][NH:34][CH3:33])[cH:25][cH:26]4)[cH:19][c:20]23)[CH2:10][CH2:11]1. Starting materials: NH4OAc, C1(=CC=CC=C1)C(=O)C(O)C1=CC=CC=C1 (benzoin), N1[C@@H](CCC1=O)C(=O)O (pyroglutamic acid), C1CCC(CC1)N=C=NC2CCCCC2 (DCC), C(Cl)Cl (CH2Cl2). The reagents and catalysts are CN(C)C=1C=CN=CC1 (DMAP). Solvent: C(Cl)(Cl)Cl (CHCl3), CO (MeOH), O (H2O). Conditions: time 7 hour. Product: C1(=CC=CC=C1)C=1N=C(OC1C1=CC=CC=C1)C1CCC(N1)=O (5-(4,5-diphenyl-2-oxazolyl) -2-pyrrolidinone). Isolated yield 72.3%. RXN SMILES: [C:1]1([C:7]([CH:9]([C:11]2[CH:16]=[CH:15][CH:14]=[CH:13][CH:12]=2)O)=[O:8])[CH:6]=[CH:5][CH:4]=[CH:3][CH:2]=1.[NH:17]1[C:21](=[O:22])[CH2:20][CH2:19][C@H:18]1[C:23](O)=O.C1CCC([N:32]=C=NC2CCCCC2)CC1.C(Cl)Cl>CN(C1C=CN=CC=1)C.O.C(Cl)(Cl)Cl.CO>[C:11]1([C:9]2[N:32]=[C:23]([CH:18]3[NH:17][C:21](=[O:22])[CH2:20][CH2:19]3)[O:8][C:7]=2[C:1]2[CH:6]=[CH:5][CH:4]=[CH:3][CH:2]=2)[CH:16]=[CH:15][CH:14]=[CH:13][CH:12]=1. Reported procedure: A mixture of benzoin (45.19 g, 0.21 mol), pyroglutamic acid (25.00 g, 0.19 tool), DCC (47.91 g, 0.23 mol), DMAP (catalytic quantity) and CH2Cl2 (600 mL) was stirred at room temperature. After about 7 hours, the mixture was filtered, concentrated and diluted with AcOH (650 mL). NH4OAc (75.00 g, 0.97 mol) was added and the mixture heated at reflux for about 1.25 hours before being cooled, diluted with H2O and extracted with CH2Cl2. The combined extracts were washed with H2O (3 times), dried over N... Starting materials: C1CCOC1, C1COCCO1, CC#CCSC1C(NC(c2ccccc2)(c2ccccc2)c2ccccc2)C(=O)N1C(O)C(=O)OC(C)(C)C, O=S(Cl)Cl, c1ccncc1. Yields the product CC#CCSC1C(NC(c2ccccc2)(c2ccccc2)c2ccccc2)C(=O)N1C(Cl)C(=O)OC(C)(C)C. Reaction SMILES: [O:50]1[CH2:51][CH2:52][CH2:53][CH2:54]1.[O:55]1[CH2:56][CH2:57][O:58][CH2:59][CH2:60]1.[OH:1][CH:2]([C:3](=[O:4])[O:5][C:6]([CH3:7])([CH3:8])[CH3:9])[N:10]1[C:11](=[O:39])[CH:12]([NH:19][C:20]([c:21]2[cH:22][cH:23][cH:24][cH:25][cH:26]2)([c:27]2[cH:28][cH:29][cH:30][cH:31][cH:32]2)[c:33]2[cH:34][cH:35][cH:36][cH:37][cH:38]2)[CH:13]1[S:14][CH2:15][C:16]#[C:17][CH3:18].[S:46]([Cl:47])([Cl:48])=[O:49].[cH:40]1[cH:41][cH:42][n:43][cH:44][cH:45]1>>[CH:2]([C:3](=[O:4])[O:5][C:6]([CH3:7])([CH3:8])[CH3:9])([N:10]1[C:11](=[O:39])[CH:12]([NH:19][C:20]([c:21]2[cH:22][cH:23][cH:24][cH:25][cH:26]2)([c:27]2[cH:28][cH:29][cH:30][cH:31][cH:32]2)[c:33]2[cH:34][cH:35][cH:36][cH:37][cH:38]2)[CH:13]1[S:14][CH2:15][C:16]#[C:17][CH3:18])[Cl:48]. Reactants: C=CC(=O)Cl, C1CCOC1, CC1(C)CC2CC(C)(CN2C(=O)c2ccc(N)cc2)C1. Product: C=CC(=O)Nc1ccc(C(=O)N2CC3(C)CC2CC(C)(C)C3)cc1. RXN SMILES: [C:21]([CH:22]=[CH2:23])(=[O:24])[Cl:25].[CH2:26]1[O:27][CH2:28][CH2:29][CH2:30]1.[NH2:1][c:2]1[cH:3][cH:4][c:5]([C:8](=[O:9])[N:10]2[CH:11]3[CH2:12][C:13]([CH3:19])([CH3:20])[CH2:14][C:15]([CH3:18])([CH2:16]2)[CH2:17]3)[cH:6][cH:7]1>>[NH:1]([c:2]1[cH:3][cH:4][c:5]([C:8](=[O:9])[N:10]2[CH:11]3[CH2:12][C:13]([CH3:19])([CH3:20])[CH2:14][C:15]([CH3:18])([CH2:16]2)[CH2:17]3)[cH:6][cH:7]1)[C:21]([CH:22]=[CH2:23])=[O:24].